From a dataset of the Open Reaction Database (ORD), a public repository of structured organic reaction records. describe an organic reaction: reactants, conditions, products, and yield Starting materials: COC1=CC=C2C(=CNC2=C1)C(C)=O (1-(6-methoxy-1H-indol-3-yl)-ethanone), C(C)(=O)C1=CN(C2=CC=C(C=C12)OC(F)(F)F)CC(=O)O ((3-acetyl-5-trifluoromethoxy-indol-1-yl)-acetic acid). The product is C(C)(=O)C1=CN(C2=CC(=CC=C12)OC)CC(=O)O ((3-Acetyl-6-methoxy-indol-1-yl)-acetic acid). RXN SMILES: [CH3:1][O:2][C:3]1[CH:11]=[C:10]2[C:6]([C:7]([C:12](=[O:14])[CH3:13])=[CH:8][NH:9]2)=[CH:5][CH:4]=1.C(C1C2C(=CC=C(OC(F)(F)F)C=2)N([CH2:32][C:33]([OH:35])=[O:34])C=1)(=O)C>>[C:12]([C:7]1[C:6]2[C:10](=[CH:11][C:3]([O:2][CH3:1])=[CH:4][CH:5]=2)[N:9]([CH2:32][C:33]([OH:35])=[O:34])[CH:8]=1)(=[O:14])[CH3:13]. Procedure: was prepared from 1-(6-methoxy-1H-indol-3-yl)-ethanone [99532-52-2] in a similar manner as described in step B and C of Scheme A13 for the preparation of (3-acetyl-5-trifluoromethoxy-indol-1-yl)-acetic acid. Brown solid. MS: 248 [M+H]+, 517 [2M+Na]+; tR (HPLC conditions k): 2.30 min.